From a dataset of the Open Reaction Database (ORD), a public repository of structured organic reaction records. describe an organic reaction: reactants, conditions, products, and yield Starting materials: C(C(C)C)NC=1C=2N(N=C(C1)C1=CC=NC=C1)C(=CN2)C2=CC=C(C=O)C=C2 (4-[8-(isobutylamino)-6-(pyridin-4-yl)imidazo[1,2-b]pyridazin-3-yl]benzaldehyde), CS(=O)C (dimethyl sulfoxide), [S] (sulfur), C1(CC1)N (cyclopropanamine). Conditions: temperature 100 celsius, time 8 hour. The product is C1(CC1)NC(=S)C1=CC=C(C=C1)C1=CN=C2N1N=C(C=C2NCC(C)C)C2=CC=NC=C2 (N-cyclopropyl-4-[8-(isobutylamino)-6-(pyridin-4-yl)imidazo[1,2-b]pyridazin-3-yl]benzenecarbothioamide). Isolated yield 10.0%. RXN SMILES: [CH2:1]([NH:5][C:6]1[C:7]2[N:8]([C:18]([C:21]3[CH:28]=[CH:27][C:24]([CH:25]=O)=[CH:23][CH:22]=3)=[CH:19][N:20]=2)[N:9]=[C:10]([C:12]2[CH:17]=[CH:16][N:15]=[CH:14][CH:13]=2)[CH:11]=1)[CH:2]([CH3:4])[CH3:3].[S].[CH:30]1([NH2:33])[CH2:32][CH2:31]1.C[S:35](C)=O>>[CH:30]1([NH:33][C:25]([C:24]2[CH:27]=[CH:28][C:21]([C:18]3[N:8]4[N:9]=[C:10]([C:12]5[CH:17]=[CH:16][N:15]=[CH:14][CH:13]=5)[CH:11]=[C:6]([NH:5][CH2:1][CH:2]([CH3:4])[CH3:3])[C:7]4=[N:20][CH:19]=3)=[CH:22][CH:23]=2)=[S:35])[CH2:32][CH2:31]1 |^3:28|. Reported procedure: A mixture of 40 mg (108 μmol) 4-[8-(isobutylamino)-6-(pyridin-4-yl)imidazo[1,2-b]pyridazin-3-yl]benzaldehyde which was prepared according to intermediate example 13a, 3.45 mg sulfur, 37 μL cyclopropanamine and 250 μL dimethyl sulfoxide were heated at 100° C. under microwave irradiation for 4 hours. The mixture was stirred at 90° C. overnight, the solvent was evaporated and the residue purified by chromatography to give 4.8 mg (10%) of the title compound. The reactants are N12CCCCCC2=NCCC1 (1,8-Diazabicyclo[5,4,0]undec-7-ene), Cl.NCC1=C2C(N(C(C2=CC=C1)=O)C1C(NC(CC1)=O)=O)=O (4-(aminomethyl)-2-(2,6-dioxo(3-piperidyl))isoindoline-1,3-dione hydrochloride), [N+](=O)([O-])C1=CC=C(C=C1)N(C([O-])=O)C1CCCC1 (4-nitrophenyl-N-cyclopentylcarbamate). Run in C(C)#N (acetonitrile). Reaction conditions: time 20 minute. Product: O=C1NC(CCC1N1C(C2=CC=CC(=C2C1=O)CNC(=O)NC1CCCC1)=O)=O (N-{[2-(2,6-dioxo(3-piperidyl))-1,3-dioxoisoindolin-4-yl]methyl}(cyclopentylamino)carboxamide). The yield is 27.1%. Reaction SMILES: N12CCCN=C1CCCCC2.Cl.[NH2:13][CH2:14][C:15]1[CH:23]=[CH:22][CH:21]=[C:20]2[C:16]=1[C:17](=[O:33])[N:18]([CH:25]1[CH2:30][CH2:29][C:28](=[O:31])[NH:27][C:26]1=[O:32])[C:19]2=[O:24].[N+](C1C=CC([N:43]([CH:47]2[CH2:51][CH2:50][CH2:49][CH2:48]2)[C:44](=O)[O-:45])=CC=1)([O-])=O>C(#N)C>[O:32]=[C:26]1[CH:25]([N:18]2[C:17](=[O:33])[C:16]3[C:20](=[CH:21][CH:22]=[CH:23][C:15]=3[CH2:14][NH:13][C:44]([NH:43][CH:47]3[CH2:51][CH2:50][CH2:49][CH2:48]3)=[O:45])[C:19]2=[O:24])[CH2:30][CH2:29][C:28](=[O:31])[NH:27]1 |f:1.2|. Reported procedure: 1,8-Diazabicyclo[5,4,0]undec-7-ene (0.29 g, 1.9 mmol) was added to a stirred suspension of 4-(aminomethyl)-2-(2,6-dioxo(3-piperidyl))isoindoline-1,3-dione hydrochloride (0.6 g, 1.85 mmol) in acetonitrile (50 mL). After stirring for 20 min, 4-nitrophenyl-N-cyclopentylcarbamate (0.44 g, 1.85 mmol) was added. The mixture was stirred at room temperature for 17 hours. The mixture was filtered to afford N-{[2-(2,6-dioxo(3-piperidyl))-1,3-dioxoisoindolin-4-yl]methyl}(cyclopentylamino)carboxamide (0.2 g... Reactants: CN1CC(OC2=C(C1=O)C=CC=N2)CCC#N (2,3,4,5-tetrahydro-4-methyl-5-oxopyrido[3,2-f][1,4]-oxazepine-2-propanenitrile), COC1=CC=C(C=C1)P1(SP(S1)(C1=CC=C(C=C1)OC)=S)=S (2,4-bis(4-methoxyphenyl)-1,3-dithia-2,4-diphosphetane-2,4-disulfide), COC1=CC=C(C=C1)P1(SP(S1)(C1=CC=C(C=C1)OC)=S)=S (2,4 bis(4-methoxyphenyl)-1,3-dithia-2,4-diphosphetane 2,4-disulfide). The solvent is C1(=CC=CC=C1)C (toluene). Conditions: time 1 hour. The product is CN1CC(OC2=C(C1=S)C=CC=N2)CCC#N (2,3,4,5-Tetrahydro-4-methyl-5-thioxopyrido[3,2-f][1,4]oxazepin-2-propanenitrile). Isolated yield 24.9%. RXN SMILES: [CH3:1][N:2]1[C:8](=O)[C:7]2[CH:10]=[CH:11][CH:12]=[N:13][C:6]=2[O:5][CH:4]([CH2:14][CH2:15][C:16]#[N:17])[CH2:3]1.COC1C=CC(P2(=S)SP(=S)(C3C=CC(OC)=CC=3)[S:27]2)=CC=1>C1(C)C=CC=CC=1>[CH3:1][N:2]1[C:8](=[S:27])[C:7]2[CH:10]=[CH:11][CH:12]=[N:13][C:6]=2[O:5][CH:4]([CH2:14][CH2:15][C:16]#[N:17])[CH2:3]1. Procedure: To a solution of 11.0 g (0.04 mole) of 2,3,4,5-tetrahydro-4-methyl-5-oxopyrido[3,2-f][1,4]-oxazepine-2-propanenitrile in 175 ml toluene was added 10.5 g (0.026 mole) of 2,4-bis(4-methoxyphenyl)-1,3-dithia-2,4-diphosphetane-2,4-disulfide. The reaction mixture was heated to reflux for 2 hr with vigorous mechanical stirring. Another 3.0 g (0.007 mole) of 2,4 bis(4-methoxyphenyl)-1,3-dithia-2,4-diphosphetane 2,4-disulfide was added and heating continued for 1 hr additional. The reaction mixture was ... Starting materials: N#Cc1ccc(CN)cc1, [O-]Cl, NC(N)=O, [Na+], [Na+], [Na+], O=C([O-])[O-], O=[N+]([O-])[O-], C1COCCO1, O, O=S(=O)(O)O. The product is N#Cc1ccc(C(=O)O)cc1. As a reaction SMILES: [C:1](#[N:2])[c:3]1[cH:4][cH:5][c:6]([CH2:7][NH2:8])[cH:9][cH:10]1.[Cl:21][O-:22].[NH2:24][C:25](=[O:26])[NH2:27].[Na+:11].[Na+:12].[Na+:23].[O-:13][C:14]([O-:15])=[O:16].[O-:17][N+:18](=[O:19])[O-:20].[O:34]1[CH2:35][CH2:36][O:37][CH2:38][CH2:39]1.[OH2:33].[S:28](=[O:29])(=[O:30])([OH:31])[OH:32]>>[C:1](#[N:2])[c:3]1[cH:4][cH:5][c:6]([C:14]([OH:13])=[O:16])[cH:9][cH:10]1. Reagents/catalysts: [Pd] (palladium on carbon). RXN SMILES: [CH3:1][C:2]1([CH3:26])[C:21]2[CH2:22][CH2:23][NH:24][CH2:25][C:20]=2[C:5]2[C:6]([OH:19])=[CH:7][C:8]([CH:10]([CH:12]([CH3:18])[CH2:13][CH2:14][CH2:15][CH2:16][CH3:17])[CH3:11])=[CH:9][C:4]=2[O:3]1>[Pd].C1(C)C(C)=CC=CC=1>[CH3:26][C:2]1([CH3:1])[C:21]2=[CH:22][CH:23]=[N:24][CH:25]=[C:20]2[C:5]2[C:6]([OH:19])=[CH:7][C:8]([CH:10]([CH:12]([CH3:18])[CH2:13][CH2:14][CH2:15][CH2:16][CH3:17])[CH3:11])=[CH:9][C:4]=2[O:3]1. Procedure details: A mixture of 4.20 g. of 5,5-dimethyl-10-hydroxy-8-(3-methyl-2-octyl)-1,2,3,4-tetrahydro-5H-[1]benzopyrano[3,4-d]pyridine, 0.8 g. of 10% palladium on carbon and 80 ml. of xylene was stirred and refluxed for 25 hours. After cooling, the catalyst was removed by filtration. The filtrate was evaporated in vacuo and the product was recrystallized from autonitrile; m.p. 155°-157°. The product is CC1(OC2=C(C(=CC(=C2)C(C)C(CCCCC)C)O)C=2C1=CC=NC2)C (5,5-Dimethyl-10-hydroxy-8-(3-methyl-2-octyl)-5H-[1]benzopyrano[3,4-d]pyridine). Starting materials: CC1(OC2=C(C(=CC(=C2)C(C)C(CCCCC)C)O)C2=C1CCNC2)C (5,5-dimethyl-10-hydroxy-8-(3-methyl-2-octyl)-1,2,3,4-tetrahydro-5H-[1]benzopyrano[3,4-d]pyridine). Solvent: C=1(C(=CC=CC1)C)C (xylene). RXN SMILES: [CH3:1][O:2][C:3]1[C:4]([CH2:12][N:13]([CH3:15])[CH3:14])=[C:5]2[C:9](=[CH:10][CH:11]=1)[NH:8][CH:7]=[CH:6]2.CN(C=O)C.[Cl:21][C:22]1[CH:23]=[C:24]([S:28](Cl)(=[O:30])=[O:29])[CH:25]=[CH:26][CH:27]=1>>[Cl:21][C:22]1[CH:23]=[C:24]([S:28]([N:8]2[C:9]3[C:5](=[C:4]([CH2:12][N:13]([CH3:14])[CH3:15])[C:3]([O:2][CH3:1])=[CH:11][CH:10]=3)[CH:6]=[CH:7]2)(=[O:30])=[O:29])[CH:25]=[CH:26][CH:27]=1. Yield: 11.3%. Reaction conditions: time 15 minute. The product is ClC=1C=C(C=CC1)S(=O)(=O)N1C=CC2=C(C(=CC=C12)OC)CN(C)C (1-{1-[(3-Chlorophenyl)sulfonyl]-5-methoxy-1H-indol-4-yl}-N,N-dimethylmethanamine). Reported procedure: To a solution of 1-(5-methoxy-1H-indol-4-yl)-N,N-dimethylmethanamine (15 mg, 0.07 mmol; Intermediate 97) in DMF (1 mL) NaH (4 mg, 0.15 mmol) was added at rt. The reaction mixture was stirred at rt for 15 min and 3-chlorobenzene-1-sulfonyl chloride (23 mg, 0.11 mmol) was added. The reaction mixture was allowed to stir at rt over night. The reaction was quenched by addition of water. Purification using preparative HPLC/UV (System B) afforded the title product (3 mg, 10%) as a white solid. MS (ESI+... Reactants: COC=1C(=C2C=CNC2=CC1)CN(C)C (1-(5-methoxy-1H-indol-4-yl)-N,N-dimethylmethanamine), COC=1C(=C2C=CNC2=CC1)CN(C)C (1-(5-methoxy-1H-indol-4-yl)-N,N-dimethylmethanamine), CN(C)C=O (DMF), ClC=1C=C(C=CC1)S(=O)(=O)Cl (3-chlorobenzene-1-sulfonyl chloride). Reactants: C(=O)(O)[O-].[Na+] (NaHCO3), Cl.Cl.C(CCC)C=1N=NC(=CC1C=1C=CC(=C(C1)C(C)=O)OC1CCCCC1)OC1CCNCC1 (1-{5-[3-butyl-6-(piperidin-4-yloxy)-pyridazin-4-yl]-2-cyclohexyloxy-phenyl}-ethanone dihydrochloride), C=O (formaldehyde), C(C)(=O)O[BH-](OC(C)=O)OC(C)=O.[Na+] (sodium triacetoxyborohydride). Run in O.C(Cl)Cl (water DCM), ClCCl (dichloromethane), O (water), C(C)(=O)O (acetic acid). Reaction conditions: time 10 minute. The product is C(CCC)C=1N=NC(=CC1C=1C=CC(=C(C1)C(C)=O)OC1CCCCC1)OC1CCN(CC1)C (1-{5-[3-Butyl-6-(1-methyl-piperidin-4-yloxy)-pyridazin-4-yl]-2-cyclohexyloxy-phenyl}-ethanone). Yield: 67.8%. RXN SMILES: Cl.Cl.[CH2:3]([C:7]1[N:8]=[N:9][C:10]([O:29][CH:30]2[CH2:35][CH2:34][NH:33][CH2:32][CH2:31]2)=[CH:11][C:12]=1[C:13]1[CH:14]=[CH:15][C:16]([O:22][CH:23]2[CH2:28][CH2:27][CH2:26][CH2:25][CH2:24]2)=[C:17]([C:19](=[O:21])[CH3:20])[CH:18]=1)[CH2:4][CH2:5][CH3:6].C=O.[C:38](O[BH-](OC(=O)C)OC(=O)C)(=O)C.[Na+].C([O-])(O)=O.[Na+]>ClCCl.O.O.C(Cl)Cl.C(O)(=O)C>[CH2:3]([C:7]1[N:8]=[N:9][C:10]([O:29][CH:30]2[CH2:35][CH2:34][N:33]([CH3:38])[CH2:32][CH2:31]2)=[CH:11][C:12]=1[C:13]1[CH:14]=[CH:15][C:16]([O:22][CH:23]2[CH2:28][CH2:27][CH2:26][CH2:25][CH2:24]2)=[C:17]([C:19](=[O:21])[CH3:20])[CH:18]=1)[CH2:4][CH2:5][CH3:6] |f:0.1.2,4.5,6.7,10.11|. Procedure: To a solution of 1-{5-[3-butyl-6-(piperidin-4-yloxy)-pyridazin-4-yl]-2-cyclohexyloxy-phenyl}-ethanone dihydrochloride (50 mg, 0.095 mmol) in dichloromethane (2.0 mL) was added formaldehyde solution in water (37%, 0.2 mL), and 0.1 mL of acetic acid. Then sodium triacetoxyborohydride (200 mg) was added. And the mixture was stirred at room temperature for 10 min then condensed. It was then diluted with water/DCM, neutralized with sat NaHCO3 powder, organic layer was separated washed with water, bri... Starting materials: CC1C(NC2=C(O1)N=C(C(=C2)C2=CC=CC=C2)C2=CC=C(C=C2)C2(CCC2)NC(OC(C)(C)C)=O)=O (tert-butyl 1-(4-(3-methyl-2-oxo-7-phenyl-2,3-dihydro-1H-pyrido[2,3-b][1,4]oxazin-6-yl)phenyl)cyclobutylcarbamate), C([O-])([O-])=O.[K+].[K+] (potassium carbonate), IC (iodomethane). The solvent is CN(C)C=O (DMF), C(C)(=O)OCC (ethyl acetate). Conditions: time 48 hour. The product is C(C)(C)(C)OC(NC1(CCC1)C1=CC=C(C=C1)C=1C(=CC2=C(OC(C(N2C)=O)C)N1)C1=CC=CC=C1)=O (tert-butyl(1-(4-(1,3-dimethyl-2-oxo-7-phenyl-2,3-dihydro-1H-pyrido[2,3-b][1,4]oxazin-6-yl)phenyl)cyclobutyl)carbamate). Isolated yield 83.6%. As a reaction SMILES: [CH3:1][CH:2]1[O:7][C:6]2[N:8]=[C:9]([C:18]3[CH:23]=[CH:22][C:21]([C:24]4([NH:28][C:29](=[O:35])[O:30][C:31]([CH3:34])([CH3:33])[CH3:32])[CH2:27][CH2:26][CH2:25]4)=[CH:20][CH:19]=3)[C:10]([C:12]3[CH:17]=[CH:16][CH:15]=[CH:14][CH:13]=3)=[CH:11][C:5]=2[NH:4][C:3]1=[O:36].[C:37](=O)([O-])[O-].[K+].[K+].IC>CN(C=O)C.C(OCC)(=O)C>[C:31]([O:30][C:29](=[O:35])[NH:28][C:24]1([C:21]2[CH:22]=[CH:23][C:18]([C:9]3[C:10]([C:12]4[CH:13]=[CH:14][CH:15]=[CH:16][CH:17]=4)=[CH:11][C:5]4[N:4]([CH3:37])[C:3](=[O:36])[CH:2]([CH3:1])[O:7][C:6]=4[N:8]=3)=[CH:19][CH:20]=2)[CH2:25][CH2:26][CH2:27]1)([CH3:32])([CH3:34])[CH3:33] |f:1.2.3|. Procedure: A solution of tert-butyl 1-(4-(3-methyl-2-oxo-7-phenyl-2,3-dihydro-1H-pyrido[2,3-b][1,4]oxazin-6-yl)phenyl)cyclobutylcarbamate (50 mg, 0.103 mmol) in DMF (2 ml) was added potassium carbonate (42.7 mg) and iodomethane (7.69 μl, 0.124 mmol). The reaction mixture was stirred at room temperature for 48 h then was diluted with ethyl acetate (20 ml). Washed with water, brine, and dried with Na2SO4, filtered and concentrated to give product 43 mg. 1H NMR (500 MHz, CDCl3): 7.19-7.32 (m, 10H), 4.96 (q, 1... Starting materials: C(C1=CC=CC=C1)O[C@@H](CNC(CC(=O)N[C@H]1C(NC2=C(CC1)C=CC=C2)=O)(C)C)C (3-[2(R)-Benzyloxypropyl]amino-3-methyl-N-[2,3,4,5-tetrahydro-2-oxo-1H-1-benzazepin-3(R)-yl]butanamide), [H-].[Na+] (sodium hydride), CN(C=O)C (N,N-dimethylformamide), BrCC=1C=C(C(=CC1)C1=CC=CC=C1)C(=O)OC(C)(C)C (t-butyl 4-bromomethyl-1,1'-biphenyl-2-carboxylate), BrCC=1C=C(C(=CC1)C1=CC=CC=C1)C(=O)OC(C)(C)C (t-butyl 4-bromomethyl-1,1'-biphenyl-2-carboxylate), CN(C=O)C (dimethylformamide). Reaction conditions: time 5 minute. Yields the product C(C1=CC=CC=C1)O[C@@H](CNC(CC(=O)N[C@H]1C(N(C2=C(CC1)C=CC=C2)CC2=CC=C(C=C2)C=2C(=CC=CC2)C(=O)OC(C)(C)C)=O)(C)C)C (t-Butyl 4'-[[3(R)-[[3-[2(R)-benzyloxypropyl]amino-3-methyl-1-oxobutyl]amino]-2,3,4,5-tetrahydro-2-oxo-1H-1-benzazepin-1-yl]methyl][1,1'-biphenyl]-2-carboxylate). The yield is 92.0%. Reaction SMILES: [CH2:1]([O:8][C@H:9]([CH3:31])[CH2:10][NH:11][C:12]([CH3:30])([CH3:29])[CH2:13][C:14]([NH:16][C@@H:17]1[CH2:23][CH2:22][C:21]2[CH:24]=[CH:25][CH:26]=[CH:27][C:20]=2[NH:19][C:18]1=[O:28])=[O:15])[C:2]1[CH:7]=[CH:6][CH:5]=[CH:4][CH:3]=1.[H-].[Na+].BrC[C:36]1[CH:37]=[C:38]([C:48]([O:50][C:51]([CH3:54])([CH3:53])[CH3:52])=[O:49])[C:39]([C:42]2[CH:47]=[CH:46][CH:45]=[CH:44][CH:43]=2)=[CH:40][CH:41]=1.[CH3:55]N(C)C=O>>[CH2:1]([O:8][C@H:9]([CH3:31])[CH2:10][NH:11][C:12]([CH3:30])([CH3:29])[CH2:13][C:14]([NH:16][C@@H:17]1[CH2:23][CH2:22][C:21]2[CH:24]=[CH:25][CH:26]=[CH:27][C:20]=2[N:19]([CH2:55][C:45]2[CH:44]=[CH:43][C:42]([C:39]3[C:38]([C:48]([O:50][C:51]([CH3:53])([CH3:54])[CH3:52])=[O:49])=[CH:37][CH:36]=[CH:41][CH:40]=3)=[CH:47][CH:46]=2)[C:18]1=[O:28])=[O:15])[C:2]1[CH:7]=[CH:6][CH:5]=[CH:4][CH:3]=1 |f:1.2|. Procedure details: To a solution of 600 mg(1.42 mmol) of 3-[2(R)-benzyloxypropyl]amino-3-methyl-N-[2,3,4,5-tetrahydro-2-oxo-1H-1-benzazepin-3(R)-yl]butanamide (Step C) in 10 mL of N,N-dimethylformamide at 0° C. under nitrogen was added 59.5 mg(1.49 mmol) of 60% sodium hydride/oil dispersion. After stirring for 5 minutes, a solution of 450 mg (1.49 mmol) of t-butyl 4-bromomethyl-1,1'-biphenyl-2-carboxylate (prepared according to the procedure of D. J. Carini, et. al. EPO publication 324,377) in 4 mL of dimethylform... Starting materials: Cc1ccc(-c2ccccc2Cl)cc1, ClC(Cl)(Cl)Cl, ClCCl, CC(C)(C#N)N=NC(C)(C)C#N, O=C1CCC(=O)N1Br. Yields the product Clc1ccccc1-c1ccc(CBr)cc1. As a reaction SMILES: [CH3:1][c:2]1[cH:3][cH:4][c:5](-[c:8]2[c:9]([Cl:14])[cH:10][cH:11][cH:12][cH:13]2)[cH:6][cH:7]1.[Cl:35][C:36]([Cl:37])([Cl:38])[Cl:39].[Cl:40][CH2:41][Cl:42].[N:23]#[C:24][C:25]([N:26]=[N:27][C:28]([C:29]#[N:30])([CH3:31])[CH3:32])([CH3:33])[CH3:34].[O:15]=[C:16]1[N:17]([Br:22])[C:18](=[O:19])[CH2:20][CH2:21]1>>[CH2:1]([c:2]1[cH:3][cH:4][c:5](-[c:8]2[c:9]([Cl:14])[cH:10][cH:11][cH:12][cH:13]2)[cH:6][cH:7]1)[Br:22].